This data is from the Open Reaction Database (ORD), a public repository of structured organic reaction records. The task is: describe an organic reaction: reactants, conditions, products, and yield The reactants are C1(=CC=CC2=CC=CC=C12)CC(=O)O (1-naphthyl acetic acid), S(=O)(Cl)Cl (thionyl chloride). Reaction conditions: time 2 hour. Product: C1(=CC=CC2=CC=CC=C12)CC(=O)Cl (1-naphthyl-acetic acid chloride). Reaction SMILES: [C:1]1([CH2:11][C:12]([OH:14])=O)[C:10]2[C:5](=[CH:6][CH:7]=[CH:8][CH:9]=2)[CH:4]=[CH:3][CH:2]=1.S(Cl)([Cl:17])=O>>[C:1]1([CH2:11][C:12]([Cl:17])=[O:14])[C:10]2[C:5](=[CH:6][CH:7]=[CH:8][CH:9]=2)[CH:4]=[CH:3][CH:2]=1. Procedure: 15 g of 1-naphthyl acetic acid and 90 ml of thionyl chloride were heated with stirring for 2 hours and the solution was concentrated under reduced pressure. The residue was taken up in toluene and concentrated to dryness under reduced pressure to obtain 16.3 g of the expected product which used as is for the next step. Reactants: FC1=CC=C(C=C1)C(CNC=1N=NC(=CC1)C=C)(C)C (N-(2-(4-fluorophenyl)-2-methylpropyl)-6-vinylpyridazin-3-amine), [H][H] (hydrogen). Reagents/catalysts: [Pd] (Palladium). Run in C(C)O (ethanol). Product: C(C)C1=CC=C(N=N1)NCC(C)(C)C1=CC=C(C=C1)F (6-ethyl-N-(2-(4-fluorophenyl)-2-methylpropyl)pyridazin-3-amine). Yield: 10.0%. Reaction SMILES: [F:1][C:2]1[CH:7]=[CH:6][C:5]([C:8]([CH3:20])([CH3:19])[CH2:9][NH:10][C:11]2[N:12]=[N:13][C:14]([CH:17]=[CH2:18])=[CH:15][CH:16]=2)=[CH:4][CH:3]=1.[H][H]>C(O)C.[Pd]>[CH2:17]([C:14]1[N:13]=[N:12][C:11]([NH:10][CH2:9][C:8]([C:5]2[CH:6]=[CH:7][C:2]([F:1])=[CH:3][CH:4]=2)([CH3:20])[CH3:19])=[CH:16][CH:15]=1)[CH3:18]. Procedure details: The isolated product from Step 1 was dissolved in ethanol (10 mL) and transferred to a 20 dram vial. Palladium (10% on carbon, 10 mg) was then added, and the reaction was stirred under 60 psi of hydrogen for 3 days. The reaction was then filtered, concentrated, and purified by reverse phase column chromatography to afford 3 mg (10%) of 6-ethyl-N-(2-(4-fluorophenyl)-2-methylpropyl)pyridazin-3-amine as a clear oil, m/z=274 [M+H]. The reactants are C(C1=CC=CC=C1)OC=1C=C(C=CC1N1S(N(C(C1)=O)CC[Si](C)(C)C)(=O)=O)CCC(=O)O (3-{3-benzyloxy-4-[1,1,4-trioxo-5-(2-trimethylsilanylethyl)-1,2,5-thiadiazolidin-2-yl]-phenyl}-propionic acid), C1NCCC2=CC=CC=C12 (tetrahydroisoquinoline). Product: C1N(CCC2=CC=CC=C12)C(CCC1=CC(=C(C=C1)N1CC(NS1(=O)=O)=O)O)=O (5-{4-[3-(3,4-Dihydro-1H-isoquinolin-2-yl)-3-oxopropyl]-2-hydroxyphenyl}-1,1-dioxo-1,2,5-thiadiazolidin-3-one). Reaction SMILES: C([O:8][C:9]1[CH:10]=[C:11]([CH2:29][CH2:30][C:31]([OH:33])=O)[CH:12]=[CH:13][C:14]=1[N:15]1[CH2:19][C:18](=[O:20])[N:17](CC[Si](C)(C)C)[S:16]1(=[O:28])=[O:27])C1C=CC=CC=1.[CH2:34]1[C:43]2[C:38](=[CH:39][CH:40]=[CH:41][CH:42]=2)[CH2:37][CH2:36][NH:35]1>>[CH2:34]1[C:43]2[C:38](=[CH:39][CH:40]=[CH:41][CH:42]=2)[CH2:37][CH2:36][N:35]1[C:31](=[O:33])[CH2:30][CH2:29][C:11]1[CH:12]=[CH:13][C:14]([N:15]2[S:16](=[O:27])(=[O:28])[NH:17][C:18](=[O:20])[CH2:19]2)=[C:9]([OH:8])[CH:10]=1. Procedure: The title compound is prepared from 3-{3-benzyloxy-4-[1,1,4-trioxo-5-(2-trimethylsilanylethyl)-1,2,5-thiadiazolidin-2-yl]-phenyl}-propionic acid and tetrahydroisoquinoline analogous to Example 97, steps D, E and F: (M−1)−=414. Reactants: OC1=CC=C(C=C1)CCN1C=CC2=CC=CC(=C12)O[C@H]1[C@H](OC(C(C)(C)C)=O)[C@@H](OC(C(C)(C)C)=O)[C@H](OC(C(C)(C)C)=O)[C@H](O1)COC(C(C)(C)C)=O (1-[2-(4-hydroxyphenyl)ethyl]-7-(2,3,4,6-tetra-O-pivaloyl-β-D-glucopyranosyloxy)-1H-indole), C([O-])([O-])=O.[Cs+].[Cs+] (cesium carbonate), BrCCCCl (1-bromo-3-chloropropane). Solvent: CC(=O)C (acetone). Run at time 8 hour. Product: ClCCCOC1=CC=C(C=C1)CCN1C=CC2=CC=CC(=C12)O[C@H]1[C@H](OC(C(C)(C)C)=O)[C@@H](OC(C(C)(C)C)=O)[C@H](OC(C(C)(C)C)=O)[C@H](O1)COC(C(C)(C)C)=O (1-{2-[4-(3-chloropropoxy)phenyl]ethyl}-7-(2,3,4,6-tetra-O-pivaloyl-β-D-glucopyranosyloxy)-1H-indole). RXN SMILES: [OH:1][C:2]1[CH:7]=[CH:6][C:5]([CH2:8][CH2:9][N:10]2[C:18]3[C:13](=[CH:14][CH:15]=[CH:16][C:17]=3[O:19][C@@H:20]3[O:46][C@H:45]([CH2:47][O:48][C:49](=[O:54])[C:50]([CH3:53])([CH3:52])[CH3:51])[C@@H:37]([O:38][C:39](=[O:44])[C:40]([CH3:43])([CH3:42])[CH3:41])[C@H:29]([O:30][C:31](=[O:36])[C:32]([CH3:35])([CH3:34])[CH3:33])[C@H:21]3[O:22][C:23](=[O:28])[C:24]([CH3:27])([CH3:26])[CH3:25])[CH:12]=[CH:11]2)=[CH:4][CH:3]=1.C(=O)([O-])[O-].[Cs+].[Cs+].Br[CH2:62][CH2:63][CH2:64][Cl:65]>CC(C)=O>[Cl:65][CH2:64][CH2:63][CH2:62][O:1][C:2]1[CH:7]=[CH:6][C:5]([CH2:8][CH2:9][N:10]2[C:18]3[C:13](=[CH:14][CH:15]=[CH:16][C:17]=3[O:19][C@@H:20]3[O:46][C@H:45]([CH2:47][O:48][C:49](=[O:54])[C:50]([CH3:53])([CH3:52])[CH3:51])[C@@H:37]([O:38][C:39](=[O:44])[C:40]([CH3:41])([CH3:42])[CH3:43])[C@H:29]([O:30][C:31](=[O:36])[C:32]([CH3:33])([CH3:34])[CH3:35])[C@H:21]3[O:22][C:23](=[O:28])[C:24]([CH3:26])([CH3:27])[CH3:25])[CH:12]=[CH:11]2)=[CH:4][CH:3]=1 |f:1.2.3|. Procedure details: A mixture of 1-[2-(4-hydroxyphenyl)ethyl]-7-(2,3,4,6-tetra-O-pivaloyl-β-D-glucopyranosyloxy)-1H-indole (0.2 g), cesium carbonate (0.17 g) and 1-bromo-3-chloropropane (0.05 mL) in acetone (4 mL) was stirred at room temperature overnight. The reaction mixture was purified by column chromatography on silica gel (eluent: n-hexane/ethyl acetate=6/1) to give 1-{2-[4-(3-chloropropoxy)phenyl]ethyl}-7-(2,3,4,6-tetra-O-pivaloyl-β-D-glucopyranosyloxy)-1H-indole (0.21 g). This material was dissolved in acet... Reactants: C[O-], COCCOC, CO, ClC(Cl)Cl, Cc1cn(-c2ccnc3ccccc23)cc1C(=O)Cl, Cl, N=C(N)N, [Na+], O. Yields the product Cc1cn(-c2ccnc3ccccc23)cc1C(=O)NC(=N)N. RXN SMILES: [CH3:1][O-:2].[CH3:28][O:29][CH2:30][CH2:31][O:32][CH3:33].[CH3:39][OH:40].[CH:34]([Cl:35])([Cl:36])[Cl:37].[Cl:9][C:10](=[O:11])[c:12]1[cH:13][n:14](-[c:18]2[cH:19][cH:20][n:21][c:22]3[cH:23][cH:24][cH:25][cH:26][c:27]23)[cH:15][c:16]1[CH3:17].[ClH:4].[NH2:5][C:6](=[NH:7])[NH2:8].[Na+:3].[OH2:38]>>[NH:5]=[C:6]([NH:7][C:10](=[O:11])[c:12]1[cH:13][n:14](-[c:18]2[cH:19][cH:20][n:21][c:22]3[cH:23][cH:24][cH:25][cH:26][c:27]23)[cH:15][c:16]1[CH3:17])[NH2:8].